Dataset: the Open Reaction Database (ORD), a public repository of structured organic reaction records. Task: describe an organic reaction: reactants, conditions, products, and yield Starting materials: C(C)OC(=O)C1=C(C2=C(N=C(N=C2)S(=O)(=O)C)N(C1=O)C)O (7.8-dihydro-5-hydroxy-8-methyl-2-(methylsulfonyl)-7-oxo-pyrido[2,3-d]pyrimidine-6-carboxylic acid ethyl ester), N1CCCC1 (pyrrolidine). Run in C(C)O (ethanol). The product is C(C)OC(=O)C1=C(C2=C(N=C(N=C2)N2CCCC2)N(C1=O)C)O (7,8-dihydro-5-hydroxy-8-methyl-7-oxo-2-(1-pyrrolidinyl)pyrido-[2,3-d]pyrimidine-6-carboxylic acid ethyl ester). RXN SMILES: [CH2:1]([O:3][C:4]([C:6]1[C:19](=[O:20])[N:18]([CH3:21])[C:9]2[N:10]=[C:11](S(C)(=O)=O)[N:12]=[CH:13][C:8]=2[C:7]=1[OH:22])=[O:5])[CH3:2].[NH:23]1[CH2:27][CH2:26][CH2:25][CH2:24]1>C(O)C>[CH2:1]([O:3][C:4]([C:6]1[C:19](=[O:20])[N:18]([CH3:21])[C:9]2[N:10]=[C:11]([N:23]3[CH2:27][CH2:26][CH2:25][CH2:24]3)[N:12]=[CH:13][C:8]=2[C:7]=1[OH:22])=[O:5])[CH3:2]. Procedure details: A stirred mixture of 3.27 g. (0.01 mole) of 7.8-dihydro-5-hydroxy-8-methyl-2-(methylsulfonyl)-7-oxo-pyrido[2,3-d]pyrimidine-6-carboxylic acid ethyl ester and 0.71 g. (0.01 mole) of pyrrolidine in 50 ml. of ethanol was heated under reflux for 1 hour. The mixture was cooled and was filtered. The filter cake was recrystallized twice from ethyl acetate to afford 1.1 g. of title product--m.p. 174°-177° C. The reactants are O=CCn1c(=O)ccc2c(Br)cccc21, CC(=O)O[BH-](OC(C)=O)OC(C)=O, O=C([O-])O, CC(=O)O, ClC(Cl)Cl, [Na+], [Na+], CC(C)(C)OC(=O)N(Cc1ccc2c(c1)OCCO2)C1CCNCC1. The product is CC(C)(C)OC(=O)N(Cc1ccc2c(c1)OCCO2)C1CCN(CCn2c(=O)ccc3c(Br)cccc32)CC1. RXN SMILES: [Br:1][c:2]1[c:3]2[cH:4][cH:5][c:6](=[O:15])[n:7]([CH2:12][CH:13]=[O:14])[c:8]2[cH:9][cH:10][cH:11]1.[C:41]([O:42][BH-:43]([O:44][C:45](=[O:46])[CH3:47])[O:48][C:49](=[O:50])[CH3:51])(=[O:52])[CH3:53].[C:55](=[O:56])([O-:57])[OH:58].[CH3:60][C:61](=[O:62])[OH:63].[CH:64]([Cl:65])([Cl:66])[Cl:67].[Na+:54].[Na+:59].[O:16]1[CH2:17][CH2:18][O:19][c:20]2[c:21]1[cH:22][cH:23][c:24]([CH2:26][N:27]([C:28]([O:29][C:30]([CH3:31])([CH3:32])[CH3:33])=[O:34])[CH:35]1[CH2:36][CH2:37][NH:38][CH2:39][CH2:40]1)[cH:25]2>>[Br:1][c:2]1[c:3]2[cH:4][cH:5][c:6](=[O:15])[n:7]([CH2:12][CH2:13][N:38]3[CH2:37][CH2:36][CH:35]([N:27]([CH2:26][c:24]4[cH:23][cH:22][c:21]5[c:20]([cH:25]4)[O:19][CH2:18][CH2:17][O:16]5)[C:28]([O:29][C:30]([CH3:31])([CH3:32])[CH3:33])=[O:34])[CH2:40][CH2:39]3)[c:8]2[cH:9][cH:10][cH:11]1.